Dataset: the Open Reaction Database (ORD), a public repository of structured organic reaction records. Task: describe an organic reaction: reactants, conditions, products, and yield The reactants are N(=[N+]=[N-])CCCO (3-azido-1-propanol), [H-].[Na+] (sodium hydride), C(C=C)OC1=NC(=NC(=N1)OCC=C)OCC=C (2,4,6-triallyloxy-1,3,5-triazine). Run in C1CCOC1 (THF), C1CCOC1 (THF). Conditions: temperature -78 celsius, time 30 minute. Yields the product N(=[N+]=[N-])CCCOC1=NC(=NC(=N1)OCC=C)OCC=C (2-(3-azidopropoxy)-4,6-diallyloxy-s-triazine). Yield: 33.9%. Reaction SMILES: [N:1]([CH2:4][CH2:5][CH2:6][OH:7])=[N+:2]=[N-:3].[H-].[Na+].[CH2:10]([O:13][C:14]1[N:19]=[C:18](OCC=C)[N:17]=[C:16]([O:24][CH2:25][CH:26]=[CH2:27])[N:15]=1)[CH:11]=[CH2:12]>C1COCC1>[N:1]([CH2:4][CH2:5][CH2:6][O:7][C:18]1[N:19]=[C:14]([O:13][CH2:10][CH:11]=[CH2:12])[N:15]=[C:16]([O:24][CH2:25][CH:26]=[CH2:27])[N:17]=1)=[N+:2]=[N-:3] |f:1.2|. Reported procedure: To 3-azido-1-propanol (8.7 g, 85.7 mmol) in THF (200 mL) was added sodium hydride (5.6 g, 128.6 mmol) at −78° C. The reaction mixture was stirred at −78° C. for about 30 minutes and then allowed to equilibrate at room temperature and stirred for an additional 3 hours. The reaction mixture was recooled to −78° C. and added to a solution of 2,4,6-triallyloxy-1,3,5-triazine (21.4 g, 85.7 mmole) in THF (200 mL). The reaction mixture was stirred at room temperature for about 16 hours. The reaction mi... Reactants: [OH-].[Na+] (sodium hydroxide), BrC1(C(=O)NC2=CC=CC=C2)CC(=NC=C1)C(C1=CC=CC=C1)=O (4-Bromo-2-benzoyl-isonicotinanilide), C(C)O (ethyl alcohol), CO (methyl alcohol), [OH-].[K+] (potassium hydroxide). The product is COC(C1(CC(=NC=C1)C(C1=CC=CC=C1)=O)Br)(NC1=CC=CC=C1)OC (4-Bromo-2-benzoyl-isonicotinanilide dimethyl ketal). The yield is 80.0%. As a reaction SMILES: [Br:1][C:2]1([CH:16]=[CH:15][N:14]=[C:13]([C:17](=[O:24])[C:18]2[CH:23]=[CH:22][CH:21]=[CH:20][CH:19]=2)[CH2:12]1)[C:3]([NH:5][C:6]1[CH:11]=[CH:10][CH:9]=[CH:8][CH:7]=1)=[O:4].[CH2:25]([OH:27])C.[OH-].[K+].[OH-].[Na+].[CH3:32]O>>[CH3:32][O:4][C:3]([O:27][CH3:25])([NH:5][C:6]1[CH:7]=[CH:8][CH:9]=[CH:10][CH:11]=1)[C:2]1([Br:1])[CH:16]=[CH:15][N:14]=[C:13]([C:17](=[O:24])[C:18]2[CH:23]=[CH:22][CH:21]=[CH:20][CH:19]=2)[CH2:12]1 |f:2.3,4.5|. Procedure: 4-Bromo-2-benzoyl-isonicotinanilide (12.7 g) was treated as in Synthesis 11 except that ethyl alcohol was replaced by methyl alcohol and potassium hydroxide by sodium hydroxide (3 g). The titled compound was obtained in an amount of 11.4 g (yield: 80%). m.p. 189°-190° C. The reactants are C(C1=CC=CC=C1)OC1=C(C=C(C=C1)C1=CSC=2C(C3=CC=CN3C21)=O)OC (3-[4-(Benzyloxy)-3-methoxyphenyl]-8H-thieno[2,3-b]pyrrolizin-8-one), Br (hydrobromic acid), O (water). Solvent: C(C)(=O)O (acetic acid). Conditions: time 30 minute. The product is OC1=C(C=C(C=C1)C1=CSC=2C(C3=CC=CN3C21)=O)OC (3-(4-Hydroxy-3-methoxyphenyl)8H-thieno[2,3-b]pyrrolizin-8-one). Reaction SMILES: C([O:8][C:9]1[CH:14]=[CH:13][C:12]([C:15]2[C:25]3[N:24]4[C:20](=[CH:21][CH:22]=[CH:23]4)[C:19](=[O:26])[C:18]=3[S:17][CH:16]=2)=[CH:11][C:10]=1[O:27][CH3:28])C1C=CC=CC=1.Br.O>C(O)(=O)C>[OH:8][C:9]1[CH:14]=[CH:13][C:12]([C:15]2[C:25]3[N:24]4[C:20](=[CH:21][CH:22]=[CH:23]4)[C:19](=[O:26])[C:18]=3[S:17][CH:16]=2)=[CH:11][C:10]=1[O:27][CH3:28]. Procedure: 1mmol of the compound of Example 23 dissolved in an excess of hydrobromic acid in 33% acetic acid is stirred for 30 minutes at ambient temperature. After adding 100 ml of water, a precipitate is formed, which is filtered off and then dried. Chromatography on silica gel (ethyl acetate/hexane:1/2) allows the expected product to be isolated. The reactants are Brc1ccsc1, CN(C)C=O, [H-], Nc1cc(S)ccc1[N+](=O)[O-], [Na+], O. Yields the product Nc1cc(Sc2ccsc2)ccc1[N+](=O)[O-]. Reaction SMILES: [Br:19][c:20]1[cH:21][s:22][cH:23][cH:24]1.[CH3:12][N:13]([CH3:14])[CH:15]=[O:16].[H-:17].[NH2:1][c:2]1[c:3]([N+:9](=[O:10])[O-:11])[cH:4][cH:5][c:6]([SH:8])[cH:7]1.[Na+:18].[OH2:25]>>[NH2:1][c:2]1[c:3]([N+:9](=[O:10])[O-:11])[cH:4][cH:5][c:6]([S:8][c:20]2[cH:21][s:22][cH:23][cH:24]2)[cH:7]1. Reactants: CC(=C1C=CC=C1)CC(C)C (6-methyl-6-isobutylfulvene), C[Li] (methyllithium), O (water). The solvent is CCOCC (ether), CCOCC (ether). Conditions: time 4 day. The product is CC(CC(C)C)(C)C1=CC=CC1 ((1,1,3-trimethylbutyl)cyclopentadiene). Yield: 80.0%. As a reaction SMILES: [CH3:1][C:2]([CH2:8][CH:9]([CH3:11])[CH3:10])=[C:3]1[CH:7]=[CH:6][CH:5]=[CH:4]1.[CH3:12][Li].O>CCOCC>[CH3:1][C:2]([C:3]1[CH2:7][CH:6]=[CH:5][CH:4]=1)([CH3:12])[CH2:8][CH:9]([CH3:11])[CH3:10]. Procedure details: To a solution of 8.00 g (54.0 mmol) of 6-methyl-6-isobutylfulvene in 30 ml of ether, 54.0 ml (61.6 mmol) of an ether solution of methyllithium was dropwise added in a nitrogen atmosphere with ice cooling, followed by stirring at room temperature for 4 days. Then, 30 ml of water was added. The separated organic phase was washed with water and a saturated saline solution, then dried over magnesium sulfate and filtered. From the filtrate, the solvent was removed under reduced pressure to obtain a l...